describe an organic reaction: reactants, conditions, products, and yield From a dataset of the Open Reaction Database (ORD), a public repository of structured organic reaction records. The reactants are FC(C=1C=C(C=CC1)Br)(F)F (m-Trifluoromethylbromobenzene), FC(C=1C=C(C=CC1)Br)(F)F (m-trifluoromethylbromobenzene), [Cl-].[NH4+] (ammonium chloride), COC=1C=C(C=O)C=CC1 (m-methoxybenzaldehyde), [Mg] (magnesium), II (iodine), COC=1C=C(C=O)C=CC1 (m-methoxybenzaldehyde), Grignard reagent. Run in CCOCC (ether), CCOCC (ether), CCOCC (ether). Yields the product COC=1C=C(C(C2=CC(=CC=C2)C(F)(F)F)O)C=CC1 (3-methoxy-3'-trifluoromethylbenzhydrol). Reaction SMILES: [F:1][C:2]([F:11])([F:10])[C:3]1[CH:4]=[C:5](Br)[CH:6]=[CH:7][CH:8]=1.[Mg].II.[CH3:15][O:16][C:17]1[CH:18]=[C:19]([CH:22]=[CH:23][CH:24]=1)[CH:20]=[O:21].[Cl-].[NH4+]>CCOCC>[CH3:15][O:16][C:17]1[CH:18]=[C:19]([CH:22]=[CH:23][CH:24]=1)[CH:20]([OH:21])[C:5]1[CH:6]=[CH:7][CH:8]=[C:3]([C:2]([F:11])([F:10])[F:1])[CH:4]=1 |f:4.5|. Procedure: m-Trifluoromethylbromobenzene (48 g.) in dry ether (160 ml.) is added dropwise and with stirring to magnesium turnings (5.2 g.) just covered with dry ether. After the addition of the first 10 ml. of solution, reaction is initiated by introduction of a crystal of iodine and the addition is then continued at such a rate as to maintain gentle refluxing. When all the m-trifluoromethylbromobenzene has been added and the reaction has subsided, m-methoxybenzaldehyde (27.2 g.) in dry ether (160 ml.) is ... Reactants: [BH4-].[Na+] (sodium borohydride), C([O-])(O)=O.[Na+] (sodium bicarbonate), ClC1=CC=C(OC(C(C(C)(C)C)=O)N2N=CN=C2)C=C1 (1-(4-chlorophenoxy)-3,3-dimethyl-1-(1,2,4-triazol-1-yl)-butan-2-one), Cl (hydrochloric acid). Run in CO (methanol), O (water). Run at temperature 10 celsius, time 12 hour. The product is ClC1=CC=C(OC(C(C(C)(C)C)O)N2N=CN=C2)C=C1 (1-(4-chlorophenoxy)-3,3-dimethyl-1-(1,2,4-triazol-1-yl)-butan-2-ol). Yield: 84.9%. As a reaction SMILES: [Cl:1][C:2]1[CH:20]=[CH:19][C:5]([O:6][CH:7]([N:14]2[CH:18]=[N:17][CH:16]=[N:15]2)[C:8](=[O:13])[C:9]([CH3:12])([CH3:11])[CH3:10])=[CH:4][CH:3]=1.[BH4-].[Na+].Cl.C(=O)(O)[O-].[Na+]>CO.O>[Cl:1][C:2]1[CH:3]=[CH:4][C:5]([O:6][CH:7]([N:14]2[CH:18]=[N:17][CH:16]=[N:15]2)[CH:8]([OH:13])[C:9]([CH3:11])([CH3:12])[CH3:10])=[CH:19][CH:20]=1 |f:1.2,4.5|. Procedure: 587 g (2 mols) of 1-(4-chlorophenoxy)-3,3-dimethyl-1-(1,2,4-triazol-1-yl)-butan-2-one were dissolved in 3 liters of methanol. A total of 80 g (2 mols) of sodium borohydride was added, in portions of 5 g each, to this solution at 0° to 10° C., while stirring and cooling with ice, and the mixture was stirred at 5° to 10° C. for 2 hours and then at room temperature for 12 hours. It was then cooled to 10° C. and 300 g (3 mols) of concentrated aqueous hydrochloric acid were added at 10° to 20° C. Aft... As a reaction SMILES: [Cl:33][CH2:34][Cl:35].[F:1][C:2]([F:3])([F:4])[S:5](=[O:6])([O:8][S:7]([C:9]([F:10])([F:11])[F:12])(=[O:13])=[O:14])=[O:15].[OH2:32].[cH:26]1[cH:27][cH:28][n:29][cH:30][cH:31]1.[o:16]1[cH:17][cH:18][c:19]2[c:20](=[O:25])[nH:21][cH:22][cH:23][c:24]12>>[F:1][C:2]([F:3])([F:4])[S:5](=[O:6])(=[O:8])[c:20]1[c:19]2[cH:18][cH:17][o:16][c:24]2[cH:23][cH:22][n:21]1. Product: O=S(=O)(c1nccc2occc12)C(F)(F)F. Reactants: ClCCl, O=S(=O)(OS(=O)(=O)C(F)(F)F)C(F)(F)F, O, c1ccncc1, O=c1[nH]ccc2occc12. Starting materials: ClC1=C2C=CC(=NC2=NC=C1)C(F)(F)F (5-Chloro-2-trifluoromethyl[1,8]naphthyridine), FC=1C=C(C(=CC1)C1=CC(=CC=C1)B1OC(C(O1)(C)C)(C)C)C#N (4-fluoro-3′-(4,4,5,5-tetramethyl-[1,3,2]dioxaborolan-2-yl)biphenyl-2-carbonitrile). The product is FC=1C=C(C(=CC1)C1=CC(=CC=C1)C1=CC=NC2=NC(=CC=C12)C(F)(F)F)C#N (4-fluoro-3′-(7-trifluoromethyl[1,8]naphthyridin-4-yl)biphenyl-2-carbonitrile). Yield: 25.4%. As a reaction SMILES: Cl[C:2]1[CH:11]=[CH:10][N:9]=[C:8]2[C:3]=1[CH:4]=[CH:5][C:6]([C:12]([F:15])([F:14])[F:13])=[N:7]2.[F:16][C:17]1[CH:18]=[C:19]([C:38]#[N:39])[C:20]([C:23]2[CH:28]=[CH:27][CH:26]=[C:25](B3OC(C)(C)C(C)(C)O3)[CH:24]=2)=[CH:21][CH:22]=1>>[F:16][C:17]1[CH:18]=[C:19]([C:38]#[N:39])[C:20]([C:23]2[CH:28]=[CH:27][CH:26]=[C:25]([C:2]3[C:3]4[C:8](=[N:7][C:6]([C:12]([F:15])([F:14])[F:13])=[CH:5][CH:4]=4)[N:9]=[CH:10][CH:11]=3)[CH:24]=2)=[CH:21][CH:22]=1. Reported procedure: 5-Chloro-2-trifluoromethyl[1,8]naphthyridine (50 mg, 0.22 mmol) was coupled to 4-fluoro-3′-(4,4,5,5-tetramethyl-[1,3,2]dioxaborolan-2-yl)biphenyl-2-carbonitrile (91 mg, 0.28 mmol) as described in Example 7 part g), affording 4-fluoro-3′-(7-trifluoromethyl[1,8]naphthyridin-4-yl)biphenyl-2-carbonitrile (22 mg, 26%). δH (360 MHz, CDCl3) 7.39-7.45 (1H, m), 7.51-7.76 (7H, m), 7.87 (1H, d, J 8.4), 8.71 (1H, d, J 8.4), 9.29 (1H, d, J 4.6). m/z (ES+) 394 [MH]+. Starting materials: CC(C)(C)OC(=O)NC1CCNCC1, CN1CCCC1=O, Nc1cc(Cl)c(C(=O)Nc2ccc3cn[nH]c3c2)cc1[N+](=O)[O-], O. Product: CC(C)(C)OC(=O)NC1CCN(c2cc(N)c([N+](=O)[O-])cc2C(=O)Nc2ccc3cn[nH]c3c2)CC1. RXN SMILES: [C:24]([CH3:25])([CH3:26])([CH3:27])[O:28][C:29]([NH:30][CH:31]1[CH2:32][CH2:33][NH:34][CH2:35][CH2:36]1)=[O:37].[CH3:38][N:39]1[CH2:40][CH2:41][CH2:42][C:43]1=[O:44].[NH2:1][c:2]1[cH:3][c:4]([Cl:23])[c:5]([C:6](=[O:7])[NH:8][c:9]2[cH:10][cH:11][c:12]3[cH:13][n:14][nH:15][c:16]3[cH:17]2)[cH:18][c:19]1[N+:20](=[O:21])[O-:22].[OH2:45]>>[NH2:1][c:2]1[cH:3][c:4]([N:34]2[CH2:33][CH2:32][CH:31]([NH:30][C:29]([O:28][C:24]([CH3:25])([CH3:26])[CH3:27])=[O:37])[CH2:36][CH2:35]2)[c:5]([C:6](=[O:7])[NH:8][c:9]2[cH:10][cH:11][c:12]3[cH:13][n:14][nH:15][c:16]3[cH:17]2)[cH:18][c:19]1[N+:20](=[O:21])[O-:22].